From a dataset of the Open Reaction Database (ORD), a public repository of structured organic reaction records. describe an organic reaction: reactants, conditions, products, and yield The solvent is C(Cl)(Cl)(Cl)Cl (carbon tetrachloride). The reactants are BrN1C(CCC1=O)=O (N-bromosuccinimide), C(C1=CC=CC=C1)(=O)OOC(C1=CC=CC=C1)=O (benzoyl peroxide), CC=1C=CC(=NC1)C(F)(F)F (5-Methyl-2-trifluoromethylpyridine). Yields the product FC(C1=NC=C(C=C1)CBr)(F)F (2-trifluoromethyl-5-pyridylmethyl bromide). Reaction SMILES: [CH3:1][C:2]1[CH:3]=[CH:4][C:5]([C:8]([F:11])([F:10])[F:9])=[N:6][CH:7]=1.[Br:12]N1C(=O)CCC1=O.C(OOC(=O)C1C=CC=CC=1)(=O)C1C=CC=CC=1>C(Cl)(Cl)(Cl)Cl>[F:10][C:8]([F:11])([F:9])[C:5]1[CH:4]=[CH:3][C:2]([CH2:1][Br:12])=[CH:7][N:6]=1. Procedure details: 5-Methyl-2-trifluoromethylpyridine (see J. Org. Chem., vol. 29, pages 569-571) (8.1 g) was dissolved in 50 ml of carbon tetrachloride, and N-bromosuccinimide (8.9 g) and a catalytic amount of benzoyl peroxide were added. The mixture was refluxed for 7 hours with stirring. The reaction mixture was cooled, and insoluble materials were collected by filtration. The filtrate was concentrated under reduced pressure, and the residue was purified by silica gel column chromatography to give 2-trifluorome... The reactants are [Al+3], CS(=O)(=O)c1ccc(C(=O)O)cc1, CC(C)c1cccc(C(C)C)c1O, [Cl-], [Cl-], [Cl-], O=C(Cl)C(=O)Cl, ClCCl, CN(C)C=O. The product is CC(C)c1cc(C(=O)c2ccc(S(C)(=O)=O)cc2)cc(C(C)C)c1O. RXN SMILES: [Al+3:34].[CH3:1][S:2](=[O:3])(=[O:4])[c:5]1[cH:6][cH:7][c:8]([C:9](=[O:10])[OH:11])[cH:12][cH:13]1.[CH:20]([CH3:21])([CH3:22])[c:23]1[c:24]([OH:32])[c:25]([CH:29]([CH3:30])[CH3:31])[cH:26][cH:27][cH:28]1.[Cl-:33].[Cl-:35].[Cl-:36].[Cl:14][C:15]([C:16]([Cl:17])=[O:18])=[O:19].[Cl:37][CH2:38][Cl:39].[O:40]=[CH:41][N:42]([CH3:43])[CH3:44]>>[CH3:1][S:2](=[O:3])(=[O:4])[c:5]1[cH:6][cH:7][c:8]([C:9](=[O:11])[c:27]2[cH:26][c:25]([CH:29]([CH3:30])[CH3:31])[c:24]([OH:32])[c:23]([CH:20]([CH3:21])[CH3:22])[cH:28]2)[cH:12][cH:13]1. The reactants are compound 62, NC1=C(OCCCC(=O)OCC)C=C(C=C1)F (ethyl 4-(2-amino-5-fluorophenoxy)butyrate), FC1=CC=C(C(C2=CC=C(C=C2)F)N2C=CC3=CC(=CC=C23)/C(=C/C(=O)O)/C)C=C1 (3-[1-(4,4'-difluorobenzhydryl)indol-5-yl] isocrotonic acid). Product: FC1=CC=C(C(C2=CC=C(C=C2)F)N2C=CC3=CC(=CC=C23)/C(=C/C(=O)NC2=C(OCCCC(=O)O)C=C(C=C2)F)/C)C=C1 (4-{-2-[3-[1-(4,4'-difluorobenzhydryl)indol-5-yl]isocrotonoylamino]-5-fluorophenoxy}butyric acid). As a reaction SMILES: [NH2:1][C:2]1[CH:16]=[CH:15][C:14]([F:17])=[CH:13][C:3]=1[O:4][CH2:5][CH2:6][CH2:7][C:8]([O:10]CC)=[O:9].[F:18][C:19]1[CH:47]=[CH:46][C:22]([CH:23]([N:31]2[C:39]3[C:34](=[CH:35][C:36](/[C:40](/[CH3:45])=[CH:41]/[C:42](O)=[O:43])=[CH:37][CH:38]=3)[CH:33]=[CH:32]2)[C:24]2[CH:29]=[CH:28][C:27]([F:30])=[CH:26][CH:25]=2)=[CH:21][CH:20]=1>>[F:30][C:27]1[CH:28]=[CH:29][C:24]([CH:23]([N:31]2[C:39]3[C:34](=[CH:35][C:36](/[C:40](/[CH3:45])=[CH:41]/[C:42]([NH:1][C:2]4[CH:16]=[CH:15][C:14]([F:17])=[CH:13][C:3]=4[O:4][CH2:5][CH2:6][CH2:7][C:8]([OH:10])=[O:9])=[O:43])=[CH:37][CH:38]=3)[CH:33]=[CH:32]2)[C:22]2[CH:46]=[CH:47][C:19]([F:18])=[CH:20][CH:21]=2)=[CH:25][CH:26]=1. Procedure: 169 mg of compound 62 was obtained in a similar manner to those described in the Examples 1 and 2 using 359 mg of ethyl 4-(2-amino-5-fluorophenoxy)butyrate and 300 mg of 3-[1-(4,4'-difluorobenzhydryl)indol-5-yl] isocrotonic acid obtained according to the procedures described in the Reference Examples 1-4. Starting materials: Nc1n[nH]c(-c2ccccc2)c1Br, CCOC(C)=O, CCCCCC, O=C(CCl)N1CCN(c2ccc(F)cc2)CC1, [K+], [K+], O=C([O-])[O-], CN(C)C=O. The product is Nc1nn(CC(=O)N2CCN(c3ccc(F)cc3)CC2)c(-c2ccccc2)c1Br. RXN SMILES: [Br:1][c:2]1[c:3]([NH2:13])[n:4][nH:5][c:6]1-[c:7]1[cH:8][cH:9][cH:10][cH:11][cH:12]1.[C:42]([O:43][CH2:44][CH3:45])(=[O:46])[CH3:47].[CH3:48][CH2:49][CH2:50][CH2:51][CH2:52][CH3:53].[Cl:20][CH2:21][C:22](=[O:23])[N:24]1[CH2:25][CH2:26][N:27]([c:30]2[cH:31][cH:32][c:33]([F:36])[cH:34][cH:35]2)[CH2:28][CH2:29]1.[K+:14].[K+:15].[O-:16][C:17]([O-:18])=[O:19].[O:37]=[CH:38][N:39]([CH3:40])[CH3:41]>>[Br:1][c:2]1[c:3]([NH2:13])[n:4][n:5]([CH2:21][C:22](=[O:23])[N:24]2[CH2:25][CH2:26][N:27]([c:30]3[cH:31][cH:32][c:33]([F:36])[cH:34][cH:35]3)[CH2:28][CH2:29]2)[c:6]1-[c:7]1[cH:8][cH:9][cH:10][cH:11][cH:12]1. Starting materials: C(=NC1CCCCC1)=NC1CCCCC1, NCCCOCc1ccccc1, ClCCl, O=C(O)c1cc2ccc3c(c2c(-c2ccc4c(c2)OCO4)c1COCc1ccccc1)OCO3, O, On1nnc2ccccc21. Product: O=C(NCCCOCc1ccccc1)c1cc2ccc3c(c2c(-c2ccc4c(c2)OCO4)c1COCc1ccccc1)OCO3. Reaction SMILES: [CH2:1]1[CH2:2][CH2:3][CH:4]([N:5]=[C:6]=[N:7][CH:8]2[CH2:9][CH2:10][CH2:11][CH2:12][CH2:13]2)[CH2:14][CH2:15]1.[CH2:50]([c:51]1[cH:52][cH:53][cH:54][cH:55][cH:56]1)[O:57][CH2:58][CH2:59][CH2:60][NH2:61].[Cl:73][CH2:74][Cl:75].[O:16]1[CH2:17][O:18][c:19]2[c:20]1[cH:21][cH:22][c:23](-[c:25]1[c:26]([CH2:41][O:42][CH2:43][c:44]3[cH:45][cH:46][cH:47][cH:48][cH:49]3)[c:27]([C:38](=[O:39])[OH:40])[cH:28][c:29]3[cH:30][cH:31][c:32]4[c:33]([c:37]13)[O:34][CH2:35][O:36]4)[cH:24]2.[OH2:62].[OH:63][n:64]1[c:65]2[cH:66][cH:67][cH:68][cH:69][c:70]2[n:71][n:72]1>>[O:16]1[CH2:17][O:18][c:19]2[c:20]1[cH:21][cH:22][c:23](-[c:25]1[c:26]([CH2:41][O:42][CH2:43][c:44]3[cH:45][cH:46][cH:47][cH:48][cH:49]3)[c:27]([C:38](=[O:39])[NH:61][CH2:60][CH2:59][CH2:58][O:57][CH2:50][c:51]3[cH:52][cH:53][cH:54][cH:55][cH:56]3)[cH:28][c:29]3[cH:30][cH:31][c:32]4[c:33]([c:37]13)[O:34][CH2:35][O:36]4)[cH:24]2.